Dataset: the Open Reaction Database (ORD), a public repository of structured organic reaction records. Task: describe an organic reaction: reactants, conditions, products, and yield Yields the product C(C=C)N1C[C@@H](N(C[C@H]1C)[C@H](C=1C=C(C(=O)N2CCN(CCC2)CCCCC(=O)O)C=CC1)C1=CC(=CC=C1)O)C (5-(4-{3-[(R)-((2S,5R)-4-allyl-2,5-dimethyl-piperazin-1-yl)-(3-hydroxy-phenyl)-methyl]-benzoyl}-[1,4]diazepan-1-yl)-pentanoic acid). Solvent: C1CCOC1 (THF). Reaction SMILES: C([O:3][C:4](=[O:43])[CH2:5][CH2:6][CH2:7][CH2:8][N:9]1[CH2:15][CH2:14][CH2:13][N:12]([C:16](=[O:42])[C:17]2[CH:22]=[CH:21][CH:20]=[C:19]([C@@H:23]([N:31]3[CH2:36][C@@H:35]([CH3:37])[N:34]([CH2:38][CH:39]=[CH2:40])[CH2:33][C@@H:32]3[CH3:41])[C:24]3[CH:29]=[CH:28][CH:27]=[C:26]([OH:30])[CH:25]=3)[CH:18]=2)[CH2:11][CH2:10]1)C.[OH-].[Na+].Cl>C1COCC1>[CH2:38]([N:34]1[C@H:35]([CH3:37])[CH2:36][N:31]([C@@H:23]([C:24]2[CH:29]=[CH:28][CH:27]=[C:26]([OH:30])[CH:25]=2)[C:19]2[CH:18]=[C:17]([CH:22]=[CH:21][CH:20]=2)[C:16]([N:12]2[CH2:13][CH2:14][CH2:15][N:9]([CH2:8][CH2:7][CH2:6][CH2:5][C:4]([OH:43])=[O:3])[CH2:10][CH2:11]2)=[O:42])[C@@H:32]([CH3:41])[CH2:33]1)[CH:39]=[CH2:40] |f:1.2|. Reactants: C(C)OC(CCCCN1CCN(CCC1)C(C1=CC(=CC=C1)[C@H](C1=CC(=CC=C1)O)N1[C@H](CN([C@@H](C1)C)CC=C)C)=O)=O (5-(4-{3-[(R)-((2S,5R)-4-allyl-2,5-dimethyl-piperazin-1-yl)-(3-hydroxy-phenyl)-methyl]-benzoyl}-[1,4]diazepan-1-yl)-pentanoic acid ethyl ester), [OH-].[Na+] (NaOH), Cl (HCl). Isolated yield 68.0%. Procedure details: To the compound of Example 9 (335 mg) in THF (4 mL) was added 1N NaOH solution (3.0 mL). The reaction was stirred at room temperature for overnight. The reaction solution was neutralized by the addition of 1 N HCl solution (3.0 mL). The mixture was put under rotary evaporator for the removal of THF. The remaining water layer was diluted by water (5 mL). The water layer was extracted by n-butanol (6 mL×3). The combined n-butanol layer was washed by water (5 mL×2) and concentrated to give crude pr... Conditions: time 8 hour. Reactants: ClC1=CC=2C=3[C@@]4(CC2C=2N=CNC21)CC[C@@H](C(C3C(F)(F)F)=O)C4 ((8R,10aS)-4-chloro-6-(trifluoromethyl)-3,9,10,11-tetrahydro-8,10a-methanocyclohepta[1,2]indeno[4,5-d]imidazol-7(8H)-one), C1=CC=CC=C1 (benzene), CO (methanol). The reagents and catalysts are [OH-].[OH-].[Pd+2] (Pd(OH)2 on carbon), [Pd] (palladium on calcium carbonate), [OH-].[OH-].[Pd+2] (Pd(OH)2 on carbon), [Pd] (palladium on calcium carbonate), [OH-].[OH-].[Pd+2] (Pd(OH)2 on carbon), [Pd] (palladium on calcium carbonate). Run in CN(C)C=O (DMF). Conditions: time 16 hour. Product: FC(C=1C([C@@H]2CC[C@]3(C1C=1C=CC4=C(N=CN4)C1C3)C2)=O)(F)F ((8R,10aS)-6-(trifluoromethyl)-3,9,10,11-tetrahydro-8,10a-methanocyclohepta[1,2]indeno[4,5-d]imidazol-7(8H)-one). As a reaction SMILES: Cl[C:2]1[C:13]2[NH:12][CH:11]=[N:10][C:9]=2[C:8]2[CH2:7][C@:6]34[CH2:24][C@H:16]([C:17](=[O:23])[C:18]([C:19]([F:22])([F:21])[F:20])=[C:5]3[C:4]=2[CH:3]=1)[CH2:15][CH2:14]4.C1C=CC=CC=1.CO>CN(C=O)C.[OH-].[OH-].[Pd+2].[Pd]>[F:21][C:19]([F:20])([F:22])[C:18]1[C:17](=[O:23])[C@H:16]2[CH2:24][C@:6]3([CH2:7][C:8]4[C:9]5[N:10]=[CH:11][NH:12][C:13]=5[CH:2]=[CH:3][C:4]=4[C:5]=13)[CH2:14][CH2:15]2 |f:4.5.6|. Procedure details: To a solution of (8R,10aS)-4-chloro-6-(trifluoromethyl)-3,9,10,11-tetrahydro-8,10a-methanocyclohepta[1,2]indeno[4,5-d]imidazol-7(8H)-one (58 mg, 0.16 mmol) in DMF (5.8 mL) were added 20% Pd(OH)2 on carbon (27 mg) and 5% palladium on calcium carbonate (29 mg) and the mixture was hydrogenated at atmospheric pressure. After 16 hours, additional 20% Pd(OH)2 on carbon (12 mg) and 5% palladium on calcium carbonate (12 mg) were added. After another 3.5 hours, additional 20% Pd(OH)2 on carbon (5 mg) and... Reactants: FC(CCC(=O)O)(C)F (4,4-difluoropentanoic acid), CN(C)C=O (DMF), C(C1=CC=CC=C1)[C@@H]1NC(OC1)=O ((S)-4-benzyloxazolidin-2-one), [Li]CCCC (n-BuLi), C(C(=O)Cl)(=O)Cl (Oxalyl chloride), acid chloride. Run in C(Cl)Cl (DCM), C1CCOC1 (THF), C1CCOC1 (THF). Conditions: time 3 hour. Yields the product C(C1=CC=CC=C1)[C@@H]1N(C(OC1)=O)C(CCC(C)(F)F)=O ((S)-4-Benzyl-3-(4,4-difluoropentanoyl)oxazolidin-2-one). Yield: 45.1%. Reaction SMILES: [F:1][C:2]([F:9])([CH3:8])[CH2:3][CH2:4][C:5]([OH:7])=O.CN(C=O)C.C(Cl)(=O)C(Cl)=O.[CH2:21]([C@H:28]1[CH2:32][O:31][C:30](=[O:33])[NH:29]1)[C:22]1[CH:27]=[CH:26][CH:25]=[CH:24][CH:23]=1.[Li]CCCC>C(Cl)Cl.C1COCC1>[CH2:21]([C@H:28]1[CH2:32][O:31][C:30](=[O:33])[N:29]1[C:5](=[O:7])[CH2:4][CH2:3][C:2]([F:1])([F:9])[CH3:8])[C:22]1[CH:23]=[CH:24][CH:25]=[CH:26][CH:27]=1. Procedure: In a 100 mL round-bottomed flask was added 4,4-difluoropentanoic acid (1.7 g, 12.31 mmol) and DMF (0.019 mL, 0.246 mmol) in DCM (9 mL) to give a colorless solution. Oxalyl chloride (1.077 mL, 12.31 mmol) was added slowly and the resulting mixture was stirred at room temperature for 3 hours. The resulting mixture was concentrated to dryness. A separate 100 mL round-bottomed flask was charged with (S)-4-benzyloxazolidin-2-one (2.181 g, 12.31 mmol) in THF (23 mL) and then cooled to −78° C. Next, n-... The reactants are C(C)OC(=O)C1(CC1)C1=CC=C(C=C1)C1=CC=C(C=C1)C1=C(C(=NO1)C)NC1=NC(=CC=C1)Br (1-{4′-[4-(6-bromo-pyridin-2-ylamino)-3-methyl-isoxazol-5-yl]-biphenyl-4-yl}-cyclopropanecarboxylic acid ethyl ester), FC=1C(=C(C=CC1)B(O)O)OC (3-fluoro-2-methoxyphenylboronic acid). Product: C(C)OC(=O)C1(CC1)C1=CC=C(C=C1)C1=CC=C(C=C1)C1=C(C(=NO1)C)NC1=NC(=CC=C1)C1=C(C(=CC=C1)F)OC (1-(4′-{4-[6-(3-Fluoro-2-methoxy-phenyl)-pyridin-2-ylamino]-3-methyl-isoxazol-5-yl}-biphenyl-4-yl)-cyclopropanecarboxylic acid ethyl ester). RXN SMILES: [CH2:1]([O:3][C:4]([C:6]1([C:9]2[CH:14]=[CH:13][C:12]([C:15]3[CH:20]=[CH:19][C:18]([C:21]4[O:25][N:24]=[C:23]([CH3:26])[C:22]=4[NH:27][C:28]4[CH:33]=[CH:32][CH:31]=[C:30](Br)[N:29]=4)=[CH:17][CH:16]=3)=[CH:11][CH:10]=2)[CH2:8][CH2:7]1)=[O:5])[CH3:2].[F:35][C:36]1[C:37]([O:45][CH3:46])=[C:38](B(O)O)[CH:39]=[CH:40][CH:41]=1>>[CH2:1]([O:3][C:4]([C:6]1([C:9]2[CH:14]=[CH:13][C:12]([C:15]3[CH:20]=[CH:19][C:18]([C:21]4[O:25][N:24]=[C:23]([CH3:26])[C:22]=4[NH:27][C:28]4[CH:33]=[CH:32][CH:31]=[C:30]([C:38]5[CH:39]=[CH:40][CH:41]=[C:36]([F:35])[C:37]=5[O:45][CH3:46])[N:29]=4)=[CH:17][CH:16]=3)=[CH:11][CH:10]=2)[CH2:8][CH2:7]1)=[O:5])[CH3:2]. Procedure: Prepared according to the procedure described in Example 42, Step 2, using 1-{4′-[4-(6-bromo-pyridin-2-ylamino)-3-methyl-isoxazol-5-yl]-biphenyl-4-yl}-cyclopropanecarboxylic acid ethyl ester and 3-fluoro-2-methoxyphenylboronic acid. Reactants: C(C)OC(CCCOC1=C(C(=CC=C1)CCCCCCOC1=CC(=CC(=C1)COS(=O)(=O)C)Br)CCC(=O)OCC)=O (4-[3-[6-(3-bromo-5-methanesulfonyloxymethyl-phenoxy)-hexyl]-2-(2-ethoxycarbonyl-ethyl)-phenoxy]-butyric acid ethyl ester), [C-]#N.[K+] (KCN). The solvent is CCOC(=O)C (EtOAc), CCOC(=O)C (EtOAc), CN(C)C=O (DMF). Conditions: temperature 60 celsius, time 8 hour. Product: C(C)OC(CCCOC1=C(C(=CC=C1)CCCCCCOC1=CC(=CC(=C1)CC#N)Br)CCC(=O)OCC)=O (4-[3-[6-(3-Bromo-5-cyanomethyl-phenoxy)-hexyl]-2-(2-ethoxy carbonylethyl)-phenoxy]-butyric acid ethyl ester). The yield is 52.8%. As a reaction SMILES: [CH2:1]([O:3][C:4](=[O:42])[CH2:5][CH2:6][CH2:7][O:8][C:9]1[CH:14]=[CH:13][CH:12]=[C:11]([CH2:15][CH2:16][CH2:17][CH2:18][CH2:19][CH2:20][O:21][C:22]2[CH:27]=[C:26]([CH2:28]OS(C)(=O)=O)[CH:25]=[C:24]([Br:34])[CH:23]=2)[C:10]=1[CH2:35][CH2:36][C:37]([O:39][CH2:40][CH3:41])=[O:38])[CH3:2].[C-:43]#[N:44].[K+]>CN(C=O)C.CCOC(C)=O>[CH2:1]([O:3][C:4](=[O:42])[CH2:5][CH2:6][CH2:7][O:8][C:9]1[CH:14]=[CH:13][CH:12]=[C:11]([CH2:15][CH2:16][CH2:17][CH2:18][CH2:19][CH2:20][O:21][C:22]2[CH:27]=[C:26]([CH2:28][C:43]#[N:44])[CH:25]=[C:24]([Br:34])[CH:23]=2)[C:10]=1[CH2:35][CH2:36][C:37]([O:39][CH2:40][CH3:41])=[O:38])[CH3:2] |f:1.2|. Procedure details: To a solution of 4-[3-[6-(3-bromo-5-methanesulfonyloxymethyl-phenoxy)-hexyl]-2-(2-ethoxycarbonyl-ethyl)-phenoxy]-butyric acid ethyl ester (2.51 g, 3.74 mmol) in DMF (40 mL), KCN (292 mg, 4.48 mmol) was added and stirred a 60° C. overnight. The reaction was diluted with EtOAc (250 mL) washed with water (100 mL×2), brine (50 mL), dried with Na2SO4. Concentration under reduced pressure provided an oil. Flash column chromatography (30% EtOAc/Hex) provided a light yellow oil (1.19 g, 53% yield). 1H N...